Dataset: the Open Reaction Database (ORD), a public repository of structured organic reaction records. Task: describe an organic reaction: reactants, conditions, products, and yield The reactants are [Br-], N#Cc1ccc(C2CCC(C=O)CC2)cc1, C1CCOC1, CC(C)(C)[O-], [K+], c1ccc([P+](CCC2OCCCO2)(c2ccccc2)c2ccccc2)cc1. The product is N#Cc1ccc(C2CCC(C=CCC3OCCCO3)CC2)cc1. RXN SMILES: [Br-:1].[C:35](#[N:36])[c:37]1[cH:38][cH:39][c:40]([CH:43]2[CH2:44][CH2:45][CH:46]([CH:49]=[O:50])[CH2:47][CH2:48]2)[cH:41][cH:42]1.[CH2:51]1[O:52][CH2:53][CH2:54][CH2:55]1.[CH3:29][C:30]([CH3:31])([O-:32])[CH3:33].[K+:34].[O:2]1[CH:3]([CH2:8][CH2:9][P+:10]([c:11]2[cH:12][cH:13][cH:14][cH:15][cH:16]2)([c:17]2[cH:18][cH:19][cH:20][cH:21][cH:22]2)[c:23]2[cH:24][cH:25][cH:26][cH:27][cH:28]2)[O:4][CH2:5][CH2:6][CH2:7]1>>[O:2]1[CH:3]([CH2:8][CH:9]=[CH:49][CH:46]2[CH2:45][CH2:44][CH:43]([c:40]3[cH:39][cH:38][c:37]([C:35]#[N:36])[cH:42][cH:41]3)[CH2:48][CH2:47]2)[O:4][CH2:5][CH2:6][CH2:7]1. The reactants are CCOC(=O)C(Cc1ccccc1)(Cc1ccccc1)S(=O)(=O)c1ccc(OC)cc1, CO, [Na+], [OH-]. Product: COc1ccc(S(=O)(=O)C(Cc2ccccc2)(Cc2ccccc2)C(=O)O)cc1. Reaction SMILES: [CH2:1]([CH3:2])[O:3][C:4]([C:5]([CH2:6][c:7]1[cH:8][cH:9][cH:10][cH:11][cH:12]1)([S:13](=[O:14])(=[O:15])[c:16]1[cH:17][cH:18][c:19]([O:22][CH3:23])[cH:20][cH:21]1)[CH2:24][c:25]1[cH:26][cH:27][cH:28][cH:29][cH:30]1)=[O:31].[CH3:32][OH:33].[Na+:35].[OH-:34]>>[O:3]=[C:4]([C:5]([CH2:6][c:7]1[cH:8][cH:9][cH:10][cH:11][cH:12]1)([S:13](=[O:14])(=[O:15])[c:16]1[cH:17][cH:18][c:19]([O:22][CH3:23])[cH:20][cH:21]1)[CH2:24][c:25]1[cH:26][cH:27][cH:28][cH:29][cH:30]1)[OH:31]. Reactants: N1C=NC2=C1C=CC(=C2)C(=O)O (1H-benzoimidazole-5-carboxylic acid), FC1=CC(=CC=2[C@H]3CCCN[C@H]3CCC21)F (cis-7,9-difluoro-1,2,3,4,4a,5,6,10b-octahydro-benzo[f]quinoline). The solvent is C(Cl)Cl.CO (CH2Cl2 MeOH). Product: N1C=NC2=C1C=CC(=C2)C(=O)N2CCC[C@@H]1C3=C(CC[C@H]21)C(=CC(=C3)F)F ((1H-Benzoimidazol-5-yl)-(cis-7,9-difluoro-2,3,4a,5,6,10b-hexahydro-1H-benzo[f]quinolin-4-yl)-methanone). Yield: 72.0%. As a reaction SMILES: [NH:1]1[C:5]2[CH:6]=[CH:7][C:8]([C:10]([OH:12])=O)=[CH:9][C:4]=2[N:3]=[CH:2]1.[F:13][C:14]1[C:27]2[CH2:26][CH2:25][C@H:24]3[C@H:19]([CH2:20][CH2:21][CH2:22][NH:23]3)[C:18]=2[CH:17]=[C:16]([F:28])[CH:15]=1>C(Cl)Cl.CO>[NH:1]1[C:5]2[CH:6]=[CH:7][C:8]([C:10]([N:23]3[C@@H:24]4[C@@H:19]([C:18]5[CH:17]=[C:16]([F:28])[CH:15]=[C:14]([F:13])[C:27]=5[CH2:26][CH2:25]4)[CH2:20][CH2:21][CH2:22]3)=[O:12])=[CH:9][C:4]=2[N:3]=[CH:2]1 |f:2.3|. Reported procedure: The title compound is prepared from 1H-benzoimidazole-5-carboxylic acid and cis-7,9-difluoro-1,2,3,4,4a,5,6,10b-octahydro-benzo[f]quinoline following a procedure analogous to that described in Example 1. Yield: 72% of theory; TLC: rf=0.37 (silica gel, CH2Cl2/MeOH/32% aqueous NH3 90:10:1); Mass spectrum (ESI+): m/z=368 [M+H]+. The reactants are C(C1=CC=CC=C1)(=O)Cl (Benzoyl chloride), TEA, CN1N=CN=C1 (1-methyl-1H-1,2,4-triazole). Solvent: CC#N (MeCN). Conditions: time 8 hour. Yields the product CN1N=CN=C1C(=O)C1=CC=CC=C1 ((1-methyl-1H-1,2,4-triazol-5-yl)(phenyl)methanone). Yield: 57.7%. Reaction SMILES: [CH3:1][N:2]1[CH:6]=[N:5][CH:4]=[N:3]1.[C:7](Cl)(=[O:14])[C:8]1[CH:13]=[CH:12][CH:11]=[CH:10][CH:9]=1>CC#N>[CH3:1][N:2]1[C:6]([C:7]([C:8]2[CH:13]=[CH:12][CH:11]=[CH:10][CH:9]=2)=[O:14])=[N:5][CH:4]=[N:3]1. Reported procedure: To a solution of 1-methyl-1H-1,2,4-triazole (5.0 g, 60.17 mmol, 1 eq.) in 250 ml of MeCN cooled to −5° C. were added Benzoyl chloride (8.45 g, 60.17 mmol, 1 eq.) and TEA (6.39 g, 8.8 ml, 63.18 mmol, 1.05 eq.) dropwise. Upon complete addition the temperature was raised to r.t. and the reaction stirred overnight. The white solid was removed by filtration and the solvent evaporated. The yellow residue was triturated in EtOAc and the white solid removed by filtration. The solvent was evaporated and ... The reactants are C(C1=CC=CC=C1)OC(=O)NC(C(=O)O)C1=CC(=CC=C1)OCC1=CC=CC=C1 (2-(((benzyloxy)carbonyl)amino)-2-(3-(benzyloxy)phenyl)acetic acid), C1(CCCCC1)N=C=NC1CCCCC1 (N,N′-dicyclohexylcarbodiimide), O.ON1N=NC2=C1C=CC=C2 (1-hydroxybenzotriazole hydrate), N12C[C@@H](C(CC1)CC2)O ((R)-quinuclidin-3-ol), N12C[C@@H](C(CC1)CC2)O ((R)-quinuclidin-3-ol). Run in O1CCCC1 (tetrahydrofuran). Conditions: time 4 day. The product is N12C[C@@H](C(CC1)CC2)OC(C(C2=CC(=CC=C2)OCC2=CC=CC=C2)NC(=O)OCC2=CC=CC=C2)=O ([(3R)-quinuclidin-3-yl]2-(benzyloxycarbonylamino)-2-(3-benzyloxyphenyl)acetate). Isolated yield 56.5%. RXN SMILES: [CH2:1]([O:8][C:9]([NH:11][CH:12]([C:16]1[CH:21]=[CH:20][CH:19]=[C:18]([O:22][CH2:23][C:24]2[CH:29]=[CH:28][CH:27]=[CH:26][CH:25]=2)[CH:17]=1)[C:13]([OH:15])=[O:14])=[O:10])[C:2]1[CH:7]=[CH:6][CH:5]=[CH:4][CH:3]=1.C1(N=C=NC2CCCCC2)CCCCC1.O.ON1C2C=CC=CC=2N=N1.[N:56]12[CH2:63][CH2:62][CH:59]([CH2:60][CH2:61]1)[C@@H:58](O)[CH2:57]2>O1CCCC1>[N:56]12[CH2:63][CH2:62][CH:59]([CH2:60][CH2:61]1)[C@@H:58]([O:14][C:13](=[O:15])[CH:12]([NH:11][C:9]([O:8][CH2:1][C:2]1[CH:7]=[CH:6][CH:5]=[CH:4][CH:3]=1)=[O:10])[C:16]1[CH:21]=[CH:20][CH:19]=[C:18]([O:22][CH2:23][C:24]3[CH:29]=[CH:28][CH:27]=[CH:26][CH:25]=3)[CH:17]=1)[CH2:57]2 |f:2.3|. Procedure details: A solution of 2-(((benzyloxy)carbonyl)amino)-2-(3-(benzyloxy)phenyl)acetic acid (2.1 g, 5.3 mmol), N,N′-dicyclohexylcarbodiimide (1.20 g, 5.83 mmol), 1-hydroxybenzotriazole hydrate (787 mg, 5.83 mmol) and (R)-quinuclidin-3-ol (1.70 g, 13.5 mmol) in dry tetrahydrofuran (27 mL) was stirred at room temperature for 18 h. Additional (R)-quinuclidin-3-ol (1.70 g, 13.5 mmol) was then added to the mixture and stirred for 4 days. The white slurry was then filtered through a pad of Celite®, rinsed with et... The reactants are CCOC(C)=O, CCCCCC, CC(C)c1nc(C(C)C)c(CO)c(-c2ccc(F)cc2)c1C=Cc1ccccc1. Yields the product CC(C)c1nc(C(C)C)c(CCc2ccccc2)c(-c2ccc(F)cc2)c1CO. RXN SMILES: [C:36]([O:37][CH2:38][CH3:39])(=[O:40])[CH3:41].[CH3:30][CH2:31][CH2:32][CH2:33][CH2:34][CH3:35].[CH:1]([CH3:2])([CH3:3])[c:4]1[n:5][c:6]([CH:27]([CH3:28])[CH3:29])[c:7]([CH:19]=[CH:20][c:21]2[cH:22][cH:23][cH:24][cH:25][cH:26]2)[c:8](-[c:12]2[cH:13][cH:14][c:15]([F:18])[cH:16][cH:17]2)[c:9]1[CH2:10][OH:11]>>[CH:1]([CH3:2])([CH3:3])[c:4]1[n:5][c:6]([CH:27]([CH3:28])[CH3:29])[c:7]([CH2:19][CH2:20][c:21]2[cH:22][cH:23][cH:24][cH:25][cH:26]2)[c:8](-[c:12]2[cH:13][cH:14][c:15]([F:18])[cH:16][cH:17]2)[c:9]1[CH2:10][OH:11]. The reactants are ClC1=CC=C(C=C1)C1=NC(=NC(=C1)C(F)(F)F)C(=N)NO (4-(4-chloro-phenyl)-N-hydroxy-6-trifluoromethyl-pyrimidine-2-carboxamidine), S(N)(=O)(=O)C=1SC(=CC1)C(=O)O (2-sulfamoyl-thiophene-5-carboxylic acid). Yields the product ClC1=CC=C(C=C1)C1=NC(=NC(=C1)C(F)(F)F)C1=NOC(=N1)C1=CC=C(S1)S(=O)(=O)N (5-{3-[4-(4-Chloro-phenyl)-6-trifluoromethyl-pyrimidin-2-yl]-[1,2,4]oxadiazol-5-yl}-thiophene-2-sulfonic acid amide), solid. Isolated yield 35.0%. Reaction SMILES: [Cl:1][C:2]1[CH:7]=[CH:6][C:5]([C:8]2[CH:13]=[C:12]([C:14]([F:17])([F:16])[F:15])[N:11]=[C:10]([C:18]([NH:20][OH:21])=[NH:19])[N:9]=2)=[CH:4][CH:3]=1.[S:22]([C:26]1[S:27][C:28]([C:31](O)=O)=[CH:29][CH:30]=1)(=[O:25])(=[O:24])[NH2:23]>>[Cl:1][C:2]1[CH:7]=[CH:6][C:5]([C:8]2[CH:13]=[C:12]([C:14]([F:15])([F:16])[F:17])[N:11]=[C:10]([C:18]3[N:19]=[C:31]([C:28]4[S:27][C:26]([S:22]([NH2:23])(=[O:25])=[O:24])=[CH:30][CH:29]=4)[O:21][N:20]=3)[N:9]=2)=[CH:4][CH:3]=1. Procedure details: The title compound was prepared from 4-(4-chloro-phenyl)-N-hydroxy-6-trifluoromethyl-pyrimidine-2-carboxamidine (example C.1) (0.16 g, 0.5 mmol) and commercially available 2-sulfamoyl-thiophene-5-carboxylic acid [CAS-No. 7353-87-9] (104 mg, 0.5 mmol) according to the general procedure VI. Obtained as a light yellow solid (0.085 g, 35%). MS (ISN) 486.1 [(M−H)−]; mp 236.5° C.